This data is from the Open Reaction Database (ORD), a public repository of structured organic reaction records. The task is: describe an organic reaction: reactants, conditions, products, and yield Starting materials: [OH-].[Na+] (NaOH), ClC1=C(C=C(C=C1)N1CCC2(OCCO2)CC1)OC (8-(4-chloro-3-methoxyphenyl)-1,4-dioxa-8-azaspiro[4.5]decane), ClN1C(CCC1=O)=O (1-chloropyrrolidine-2,5-dione), O (water). Solvent: CC(=O)O (AcOH). Conditions: temperature 60 celsius. The product is ClC1=C(C=C(C(=C1)Cl)OC)N1CCC2(OCCO2)CC1 (8-(2,4-dichloro-5-methoxyphenyl)-1,4-dioxa-8-azaspiro[4.5]decane). Yield: 90.7%. As a reaction SMILES: [Cl:1][C:2]1[CH:7]=[CH:6][C:5]([N:8]2[CH2:17][CH2:16][C:11]3([O:15][CH2:14][CH2:13][O:12]3)[CH2:10][CH2:9]2)=[CH:4][C:3]=1[O:18][CH3:19].[Cl:20]N1C(=O)CCC1=O.O.[OH-].[Na+]>CC(O)=O>[Cl:20][C:6]1[CH:7]=[C:2]([Cl:1])[C:3]([O:18][CH3:19])=[CH:4][C:5]=1[N:8]1[CH2:9][CH2:10][C:11]2([O:15][CH2:14][CH2:13][O:12]2)[CH2:16][CH2:17]1 |f:3.4|. Procedure: A mixture of 8-(4-chloro-3-methoxyphenyl)-1,4-dioxa-8-azaspiro[4.5]decane (1.67 g, 5.89 mmol, Example 13, step 1) and 1-chloropyrrolidine-2,5-dione (0.786 g, 5.89 mmol) in AcOH (15 mL) was heated at 60° C. overnight. The mixture was cooled and water was added. Upon completion of addition, the mixture was neutralized with 1N NaOH, extracted with EtOAc, dried (Na2SO4), and concentrated to give 8-(2,4-dichloro-5-methoxyphenyl)-1,4-dioxa-8-azaspiro[4.5]decane (1.7 g, 5.34 mmol, 91% yield) as a yello... Reactants: ClC=1C=CC(=C(N)C1)[N+](=O)[O-] (5-chloro-2nitroaniline), N1C=CC=C1 (pyrrole), [OH-].[K+] (KOH). The solvent is CS(=O)C (DMSO). Yields the product [N+](=O)([O-])C1=C(C=C(C=C1)N1C=CC=C1)N (2-Nitro-5-pyrrol-1-yl-phenylamine), solid. RXN SMILES: Cl[C:2]1[CH:3]=[CH:4][C:5]([N+:9]([O-:11])=[O:10])=[C:6]([CH:8]=1)[NH2:7].[NH:12]1[CH:16]=[CH:15][CH:14]=[CH:13]1.[OH-].[K+]>CS(C)=O>[N+:9]([C:5]1[CH:4]=[CH:3][C:2]([N:12]2[CH:16]=[CH:15][CH:14]=[CH:13]2)=[CH:8][C:6]=1[NH2:7])([O-:11])=[O:10] |f:2.3|. Procedure: The title compound was prepared from 5-chloro-2nitroaniline (1.73 g, 10 mmol), pyrrole (2.8 mL, 40 mmol) and KOH (85%, 990 mg, 15 mmol) in DMSO (8.6 mL) at 80° C. for 24 h according to the general procedure E (method a). Obtained as a brown solid (1.52 g). The reactants are Compound 21, di-sodium, C(C)(C)(C)OCC(CO)O (3-tert-butoxy-1,2-propane diol), C1CCOC1 (THF). Product: C(C)(C)(C)OCC(COCCOC)OCCOC (1-tert-butyloxy-2,3-di-(2-methoxy ethoxy)propane). Reaction SMILES: [C:1]([O:5][CH2:6][CH:7]([OH:10])[CH2:8][OH:9])([CH3:4])([CH3:3])[CH3:2].[CH2:11]1[CH2:15][O:14][CH2:13]C1>>[C:1]([O:5][CH2:6][CH:7]([O:10][CH2:11][CH2:15][O:14][CH3:13])[CH2:8][O:9][CH2:2][CH2:1][O:5][CH3:6])([CH3:4])([CH3:3])[CH3:2]. Procedure details: Compound 21 (31.0 g, 0.135 mol.) was added to a slurry of the di-sodium salt of 3-tert-butoxy-1,2-propane diol, (0.062 mol.), 17, in refluxing in dry THF (500 ml). The reaction mixture was stirred, heated and maintained at reflux under an atmosphere of dry nitrogen for 24 hours. The mixture was allowed to cool and filtered and the solvent was removed by evaporation under vacuum. The residue was extracted with chloroform, dried (MgSO4) filtered and solvent removed by vacuum rotary evaporation to ... The reactants are COC1=NC=C(C(=C1)B(O)O)OC (2,5-dimethoxypyridin-4-ylboronic acid), BrC1=C(C#N)C=CC(=C1)Cl (2-bromo-4-chlorobenzonitrile), [1,1-bis(diphenylphosphino)ferrocene]palladium(II) chloride dichloromethane. Yields the product ClC1=CC(=C(C#N)C=C1)C1=CC(=NC=C1OC)OC (4-Chloro-2-(2,5-dimethoxypyridin-4-yl)benzonitrile). RXN SMILES: [CH3:1][O:2][C:3]1[CH:8]=[C:7](B(O)O)[C:6]([O:12][CH3:13])=[CH:5][N:4]=1.Br[C:15]1[CH:22]=[C:21]([Cl:23])[CH:20]=[CH:19][C:16]=1[C:17]#[N:18]>>[Cl:23][C:21]1[CH:22]=[CH:15][C:16]([C:17]#[N:18])=[C:19]([C:7]2[C:6]([O:12][CH3:13])=[CH:5][N:4]=[C:3]([O:2][CH3:1])[CH:8]=2)[CH:20]=1. Reported procedure: 7.87 g (purity 95%, 40.86 mmol) of 2,5-dimethoxypyridin-4-ylboronic acid and 8.85 g (40.86 mmol) of 2-bromo-4-chlorobenzonitrile in the presence of [1,1-bis(diphenylphosphino)ferrocene]palladium(II) chloride/dichloromethane monoadduct were reacted according to General Method 2A. Yield: 6.23 g (purity 92%, 51% of theory) Reactants: ClC=1C=C(C(=O)Cl)C=CC1Cl (3,4-dichlorobenzoylchloride), ClCCl (dichloromethane), C(C1=CC=CC=C1)(=O)OC[C@@H]1O[C@H](CS1)O (TRANS 2-BENZOYLOXYMETHYL-5-HYDROXY-1,3-OXATHIOLANE). Run in N1=CC=CC=C1 (pyridine). The product is C(C1=CC=CC=C1)(=O)OC[C@@H]1O[C@H](CS1)OC(C1=CC(=C(C=C1)Cl)Cl)=O (TRANS 2-BENZOYLOXYMETHYL-5-(3′,4′-DICHLOROBENZOYLOXY)-1,3-OXATHIOLANE). Yield: 29.7%. Reaction SMILES: [C:1]([O:9][CH2:10][C@H:11]1[S:15][CH2:14][C@H:13]([OH:16])[O:12]1)(=[O:8])[C:2]1[CH:7]=[CH:6][CH:5]=[CH:4][CH:3]=1.[Cl:17][C:18]1[CH:19]=[C:20]([CH:24]=[CH:25][C:26]=1[Cl:27])[C:21](Cl)=[O:22].ClCCl>N1C=CC=CC=1>[C:1]([O:9][CH2:10][C@H:11]1[S:15][CH2:14][C@H:13]([O:16][C:21](=[O:22])[C:20]2[CH:24]=[CH:25][C:26]([Cl:27])=[C:18]([Cl:17])[CH:19]=2)[O:12]1)(=[O:8])[C:2]1[CH:7]=[CH:6][CH:5]=[CH:4][CH:3]=1. Procedure: A mixture of cis and trans 2-benzoyloxymethyl-5-hydroxy-1,3-oxathiolane (as prepared in example 1) (8.99 g, 39.8 mmol) was reacted with 8.3 g (39.6 mmol) of 3,4-dichlorobenzoylchloride in-dichloromethane (30 mL) and pyridine (9.6 mL) as described in Example 2 to yield 4.86 g of the desired compounds in 1:1 ratio. The reactants are aqueous solution, [OH-].[Na+] (sodium hydroxide), C1=CC=CC=2NC3=C(C=CC21)C=CC=C3 (5H-dibenz(b,f)azepine), [OH-].[Na+] (sodium hydroxide), [Cl-].C(C1=CC=CC=C1)[N+](C)(C)C1=CC=CC=C1 (benzylphenyldimethylammonium chloride), C(Cl)(Cl)Cl (chloroform), solid. The solvent is O (water). Reaction conditions: temperature 40 celsius, time 16 hour. The product is ClC1(C2C3=C(N(C4=C(C21)C=CC=C4)C=O)C=CC=C3)Cl (1,1-dichloro-1a,10b-dihydrodibenzo(b,f)cycloprop(d)azepine-6(1H)-carboxaldehyde). The yield is 77.5%. RXN SMILES: [CH:1]1[C:11]2[CH:10]=[CH:9][C:8]3[CH:12]=[CH:13][CH:14]=[CH:15][C:7]=3[NH:6][C:5]=2[CH:4]=[CH:3][CH:2]=1.[Cl-:16].[CH2:17]([N+](C1C=CC=CC=1)(C)C)C1C=CC=CC=1.[CH:33]([Cl:36])(Cl)Cl.[OH-:37].[Na+]>O>[Cl:16][C:33]1([Cl:36])[CH:9]2[CH:10]1[C:11]1[CH:1]=[CH:2][CH:3]=[CH:4][C:5]=1[N:6]([CH:17]=[O:37])[C:7]1[CH:15]=[CH:14][CH:13]=[CH:12][C:8]=12 |f:1.2,4.5|. Reported procedure: At 40° C, 14.48 g. (0.075 mole) of 5H-dibenz(b,f)azepine, 0.57 g. (0.0023 mole) of benzylphenyldimethylammonium chloride, 538 g. (4.5 moles)of chloroform and 360 g. of a 33 % aqueous solution of sodium hydroxide (3.0 moles) are stirred together for 6 hours, after which time 216 g. (5.4moles) of solid sodium hydroxide and 60 g. of water are added. The mixture is stirred at 40° C for 16 hours and the resulting solution is extracted with chloroform. The chloroform extract is washed with water anddr... Starting materials: C(CCCCCCCCCCCCCCCCC)OCC(COC(C1=CC=CC=C1)(C1=CC=CC=C1)C1=CC=CC=C1)O (3-O-octadecyl-1-O-tritylglycerol), S(=O)(=O)(C1=CC=C(C)C=C1)Cl (tosyl chloride). Solvent: N1=CC=CC=C1 (pyridine). Conditions: time 8 hour. Yields the product C(CCCCCCCCCCCCCCCCC)OCC(COC(C1=CC=CC=C1)(C1=CC=CC=C1)C1=CC=CC=C1)OS(=O)(=O)C1=CC=C(C)C=C1 (3-O-Octadecyl-2-O-tosyl-1-O-tritylglycerol). The yield is 83.9%. As a reaction SMILES: [CH2:1]([O:19][CH2:20][CH:21]([OH:43])[CH2:22][O:23][C:24]([C:37]1[CH:42]=[CH:41][CH:40]=[CH:39][CH:38]=1)([C:31]1[CH:36]=[CH:35][CH:34]=[CH:33][CH:32]=1)[C:25]1[CH:30]=[CH:29][CH:28]=[CH:27][CH:26]=1)[CH2:2][CH2:3][CH2:4][CH2:5][CH2:6][CH2:7][CH2:8][CH2:9][CH2:10][CH2:11][CH2:12][CH2:13][CH2:14][CH2:15][CH2:16][CH2:17][CH3:18].[S:44](Cl)([C:47]1[CH:53]=[CH:52][C:50]([CH3:51])=[CH:49][CH:48]=1)(=[O:46])=[O:45]>N1C=CC=CC=1>[CH2:1]([O:19][CH2:20][CH:21]([O:43][S:44]([C:47]1[CH:53]=[CH:52][C:50]([CH3:51])=[CH:49][CH:48]=1)(=[O:46])=[O:45])[CH2:22][O:23][C:24]([C:37]1[CH:42]=[CH:41][CH:40]=[CH:39][CH:38]=1)([C:31]1[CH:32]=[CH:33][CH:34]=[CH:35][CH:36]=1)[C:25]1[CH:30]=[CH:29][CH:28]=[CH:27][CH:26]=1)[CH2:2][CH2:3][CH2:4][CH2:5][CH2:6][CH2:7][CH2:8][CH2:9][CH2:10][CH2:11][CH2:12][CH2:13][CH2:14][CH2:15][CH2:16][CH2:17][CH3:18]. Procedure: In 9 ml of pyridine was dissoved 5.0 g (8.52 mmole) of 3-O-octadecyl-1-O-tritylglycerol, and after 1.95 g (10.22 mmole) of tosyl chloride was added to the solution, the mixture was stirred at room temperature overnight and concentrated to dryness under reduced pressure. The residue was dissolved in 50 ml of water and 50 ml of dichloromethane, and after shaking throroughly, the dichloromethane layer was separated out. The organic layer was concentrated to dryness under reduced pressure, and the r... The reactants are [Li]CCCC, C1CCOC1, CCCC[Sn](CCCC)(CCCC)COCOCc1ccccc1, CC(C)=CCCC(C)=CCCC(C)=CCBr, O. The product is CC(C)=CCCC(C)=CCCC(C)=CCCOCOCc1ccccc1. As a reaction SMILES: [CH2:1]([Li:2])[CH2:3][CH2:4][CH3:5].[CH2:47]1[O:48][CH2:49][CH2:50][CH2:51]1.[CH2:6]([c:7]1[cH:8][cH:9][cH:10][cH:11][cH:12]1)[O:13][CH2:14][O:15][CH2:16][Sn:17]([CH2:18][CH2:19][CH2:20][CH3:21])([CH2:22][CH2:23][CH2:24][CH3:25])[CH2:26][CH2:27][CH2:28][CH3:29].[CH3:30][C:31](=[CH:32][CH2:33][Br:34])[CH2:35][CH2:36][CH:37]=[C:38]([CH2:39][CH2:40][CH:41]=[C:42]([CH3:43])[CH3:44])[CH3:45].[OH2:46]>>[CH2:6]([c:7]1[cH:8][cH:9][cH:10][cH:11][cH:12]1)[O:13][CH2:14][O:15][CH2:16][CH2:33][CH:32]=[C:31]([CH3:30])[CH2:35][CH2:36][CH:37]=[C:38]([CH2:39][CH2:40][CH:41]=[C:42]([CH3:43])[CH3:44])[CH3:45]. Reactants: C1(CC1)NC(C1=CC(=C(C(=C1)C=1C=C2C(=CN(C(C2=CC1)=O)CC(CO)(C)C)C=O)C)F)=O (N-cyclopropyl-3-fluoro-5-(4-formyl-2-(3-hydroxy-2,2-dimethylpropyl)-1-oxo-1,2-dihydroisoquinolin-6-yl)-4-methylbenzamide), C(=O)(OC(C)(C)C)N1CCNCC1 (1-Boc-piperazine), C(=O)(C(F)(F)F)O (TFA), C(C)(=O)O[BH-](OC(C)=O)OC(C)=O.[Na+] (sodium triacetoxyborohydride). The reagents and catalysts are CC([O-])C.[Ti+4].CC([O-])C.CC([O-])C.CC([O-])C (titanium(IV) isopropoxide). Solvent: ClCCCl (DCE). Reaction conditions: temperature 20 celsius, time 16 hour. The product is C1(CC1)NC(C1=CC(=C(C(=C1)C=1C=C2C(=CN(C(C2=CC1)=O)CC(CO)(C)C)CN1CCNCC1)C)F)=O (N-Cyclopropyl-3-fluoro-5-(2-(3-hydroxy-2,2-dimethylpropyl)-1-oxo-4-(piperazin-1-ylmethyl)-1,2-dihydroisoquinolin-6-yl)-4-methylbenzamide). Yield: 37.5%. Reaction SMILES: [CH:1]1([NH:4][C:5](=[O:33])[C:6]2[CH:11]=[C:10]([C:12]3[CH:13]=[C:14]4[C:19](=[CH:20][CH:21]=3)[C:18](=[O:22])[N:17]([CH2:23][C:24]([CH3:28])([CH3:27])[CH2:25][OH:26])[CH:16]=[C:15]4[CH:29]=O)[C:9]([CH3:31])=[C:8]([F:32])[CH:7]=2)[CH2:3][CH2:2]1.C([N:41]1[CH2:46][CH2:45][NH:44][CH2:43][CH2:42]1)(OC(C)(C)C)=O.C(O[BH-](OC(=O)C)OC(=O)C)(=O)C.[Na+].C(O)(C(F)(F)F)=O>ClCCCl.CC(C)[O-].[Ti+4].CC(C)[O-].CC(C)[O-].CC(C)[O-]>[CH:1]1([NH:4][C:5](=[O:33])[C:6]2[CH:11]=[C:10]([C:12]3[CH:13]=[C:14]4[C:19](=[CH:20][CH:21]=3)[C:18](=[O:22])[N:17]([CH2:23][C:24]([CH3:27])([CH3:28])[CH2:25][OH:26])[CH:16]=[C:15]4[CH2:29][N:41]3[CH2:46][CH2:45][NH:44][CH2:43][CH2:42]3)[C:9]([CH3:31])=[C:8]([F:32])[CH:7]=2)[CH2:2][CH2:3]1 |f:2.3,6.7.8.9.10|. Procedure details: A solution of N-cyclopropyl-3-fluoro-5-(4-formyl-2-(3-hydroxy-2,2-dimethylpropyl)-1-oxo-1,2-dihydroisoquinolin-6-yl)-4-methylbenzamide (Example 1f, 0.15 g) in DCE (5 mL) was treated with 1-Boc-piperazine (0.19 g) and titanium(IV) isopropoxide (0.30 mL) under nitrogen. The resulting mixture was stirred at 20° C. for 16 h before adding sodium triacetoxyborohydride (0.28 g). The mixture was stirred at room temperature for 2 h before adding TFA (5 mL). The mixture stirred at room temperature for 2 h...